Dataset: the Open Reaction Database (ORD), a public repository of structured organic reaction records. Task: describe an organic reaction: reactants, conditions, products, and yield Reactants: ClC1=C(SC=C1)C=1N=C(SC1)N (4-(3-chloro-2-thienyl)-1,3-thiazol-2-amine), BrC1=CC(=C(C=C1F)S(=O)(=O)Cl)F (4-bromo-2,5-difluorobenzenesulfonyl chloride). Product: BrC1=CC(=C(C=C1F)S(=O)(=O)NC=1SC=C(N1)C=1SC=CC1Cl)F (4-Bromo-N-[4-(3-chloro-2-thienyl)-1,3-thiazol-2-yl]-2,5-difluorobenzenesulfonamide), solid. As a reaction SMILES: [Cl:1][C:2]1[CH:6]=[CH:5][S:4][C:3]=1[C:7]1[N:8]=[C:9]([NH2:12])[S:10][CH:11]=1.[Br:13][C:14]1[C:19]([F:20])=[CH:18][C:17]([S:21](Cl)(=[O:23])=[O:22])=[C:16]([F:25])[CH:15]=1>>[Br:13][C:14]1[C:19]([F:20])=[CH:18][C:17]([S:21]([NH:12][C:9]2[S:10][CH:11]=[C:7]([C:3]3[S:4][CH:5]=[CH:6][C:2]=3[Cl:1])[N:8]=2)(=[O:22])=[O:23])=[C:16]([F:25])[CH:15]=1. Procedure details: The title compound was prepared 4-(3-chloro-2-thienyl)-1,3-thiazol-2-amine (59 mg) and 4-bromo-2,5-difluorobenzenesulfonyl chloride (79 mg) as described in the synthetic METHOD B to give a white solid (22.3 mg) with purity >90%: MS (pos) m/z 471.2, 473.2. Reaction SMILES: N1C=CC=CC=1.[CH2:7]([O:14][CH2:15][C@@H:16]1[O:21][CH2:20][C@@:19]([NH:30][C:31]([NH:33][C:34](=[O:41])[C:35]2[CH:40]=[CH:39][CH:38]=[CH:37][CH:36]=2)=[S:32])([C:22]2[CH:27]=[CH:26][C:25]([F:28])=[CH:24][C:23]=2[F:29])[C@H:18]([CH2:42]O)[CH2:17]1)[C:8]1[CH:13]=[CH:12][CH:11]=[CH:10][CH:9]=1.FC(F)(F)S(OS(C(F)(F)F)(=O)=O)(=O)=O.O>ClCCl>[CH2:7]([O:14][CH2:15][C@@H:16]1[O:21][CH2:20][C@:19]2([C:22]3[CH:27]=[CH:26][C:25]([F:28])=[CH:24][C:23]=3[F:29])[N:30]=[C:31]([NH:33][C:34](=[O:41])[C:35]3[CH:36]=[CH:37][CH:38]=[CH:39][CH:40]=3)[S:32][CH2:42][C@@H:18]2[CH2:17]1)[C:8]1[CH:9]=[CH:10][CH:11]=[CH:12][CH:13]=1. The product is C(C1=CC=CC=C1)OC[C@H]1C[C@@H]2[C@@](N=C(SC2)NC(C2=CC=CC=C2)=O)(CO1)C1=C(C=C(C=C1)F)F (N-[(4aR,6R,8aS)-6-[(benzyloxy)methyl]-8a-(2,4-difluorophenyl)-4,4a,5,6,8,8a-hexahydropyrano[3,4-d][1,3]thiazin-2-yl]benzamide). Procedure details: Pyridine (11.0 mL, 137 mmol) was added to a solution of C7 (19.00 g, 36.08 mmol) in dichloromethane (150 mL), and the resulting solution was cooled to −50 to −60° C. Trifluoromethanesulfonic anhydride (12.1 mL, 71.9 mmol) in dichloromethane (50 mL) was added drop-wise, and the reaction mixture was gradually warmed to −5° C. over 3 hours. Water was added, and the aqueous layer was extracted with dichloromethane. The combined organic layers were washed with saturated aqueous sodium chloride soluti... Starting materials: FC(S(=O)(=O)OS(=O)(=O)C(F)(F)F)(F)F (Trifluoromethanesulfonic anhydride), O (Water), N1=CC=CC=C1 (Pyridine), C(C1=CC=CC=C1)OC[C@H]1C[C@H]([C@@](CO1)(C1=C(C=C(C=C1)F)F)NC(=S)NC(C1=CC=CC=C1)=O)CO (N-{[(3S,4R,6R)-6-[(benzyloxy)methyl]-3-(2,4-difluorophenyl)-4-(hydroxymethyl)tetrahydro-2H-pyran-3-yl]carbamothioyl}benzamide). Run at temperature -55 celsius. The solvent is ClCCl (dichloromethane), ClCCl (dichloromethane). Yield: 60.9%. Run in O1CCCC1 (tetrahydrofuran). Product: CN1C(=NC2=C(C1=O)C(=CS2)C)SCC2=CC=C(C=C2)C(C2=CC=C(C=C2)O)=O (3,5-Dimethyl-2-[4-(4-hydroxybenzoyl)benzylthio]-thieno[2,3-d]pyrimidin-4(3H)-one). Reaction SMILES: C([O:4][C:5]1[CH:32]=[CH:31][C:8]([C:9]([C:11]2[CH:30]=[CH:29][C:14]([CH2:15][S:16][C:17]3[N:18]([CH3:28])[C:19](=[O:27])[C:20]4[C:25]([CH3:26])=[CH:24][S:23][C:21]=4[N:22]=3)=[CH:13][CH:12]=2)=[O:10])=[CH:7][CH:6]=1)(=O)C.[OH-].[Na+].O>O1CCCC1>[CH3:28][N:18]1[C:19](=[O:27])[C:20]2[C:25]([CH3:26])=[CH:24][S:23][C:21]=2[N:22]=[C:17]1[S:16][CH2:15][C:14]1[CH:13]=[CH:12][C:11]([C:9](=[O:10])[C:8]2[CH:7]=[CH:6][C:5]([OH:4])=[CH:32][CH:31]=2)=[CH:30][CH:29]=1 |f:1.2.3|. Reported procedure: A solution of 2-[4-(4-acetoxybenzoyl)benzylthio]-3,5-dimethylthieno [2,3-d]pyrimidin-4(3H)-one (1.40 g) and 1N-sodium hydroxide/water (6.7 ml) in tetrahydrofuran (20 ml) was stirred at room temperature for 10 minutes. This reaction mixture was concentrated and the residue was dissolved in water and acidified with 1N-HCl. The resulting precipitate was extracted with ethyl acetate, washed with water, dried, and concentrated. The residue was recrystallized from methanol-ethyl acetate to provide the... Starting materials: C(C)(=O)OC1=CC=C(C(=O)C2=CC=C(CSC=3N(C(C4=C(N3)SC=C4C)=O)C)C=C2)C=C1 (2-[4-(4-acetoxybenzoyl)benzylthio]-3,5-dimethylthieno [2,3-d]pyrimidin-4(3H)-one), [OH-].[Na+].O (sodium hydroxide water). The reactants are CC(C)COC(=O)Cl, C1CCOC1, CN1CCOCC1, NCCCc1cn(C(c2ccccc2)(c2ccccc2)c2ccccc2)c(F)n1. Yields the product CC(C)COC(=O)NCCCc1cn(C(c2ccccc2)(c2ccccc2)c2ccccc2)c(F)n1. As a reaction SMILES: [CH2:37]([CH:38]([CH3:39])[CH3:40])[O:41][C:42](=[O:43])[Cl:44].[CH2:45]1[O:46][CH2:47][CH2:48][CH2:49]1.[CH3:30][N:31]1[CH2:32][CH2:33][O:34][CH2:35][CH2:36]1.[NH2:1][CH2:2][CH2:3][CH2:4][c:5]1[n:6][c:7]([F:29])[n:8]([C:10]([c:11]2[cH:12][cH:13][cH:14][cH:15][cH:16]2)([c:17]2[cH:18][cH:19][cH:20][cH:21][cH:22]2)[c:23]2[cH:24][cH:25][cH:26][cH:27][cH:28]2)[cH:9]1>>[NH:1]([CH2:2][CH2:3][CH2:4][c:5]1[n:6][c:7]([F:29])[n:8]([C:10]([c:11]2[cH:12][cH:13][cH:14][cH:15][cH:16]2)([c:17]2[cH:18][cH:19][cH:20][cH:21][cH:22]2)[c:23]2[cH:24][cH:25][cH:26][cH:27][cH:28]2)[cH:9]1)[C:42]([O:41][CH2:37][CH:38]([CH3:39])[CH3:40])=[O:43].